Dataset: the Open Reaction Database (ORD), a public repository of structured organic reaction records. Task: describe an organic reaction: reactants, conditions, products, and yield Starting materials: [Li]CCCC, O=C(Cl)Oc1ccc([N+](=O)[O-])cc1, NC(=O)c1c(Cl)cccc1Cl, Cc1nc(N)cnc1-c1ccc(Br)cc1, C1CCOC1. Yields the product Cc1nc(NC(=O)NC(=O)c2c(Cl)cccc2Cl)cnc1-c1ccc(Br)cc1. RXN SMILES: [CH2:12]([Li:13])[CH2:14][CH2:15][CH3:16].[Cl:17][C:18](=[O:19])[O:20][c:21]1[cH:22][cH:23][c:24]([N+:25]([O-:26])=[O:27])[cH:28][cH:29]1.[NH2:1][C:2](=[O:3])[c:4]1[c:5]([Cl:6])[cH:7][cH:8][cH:9][c:10]1[Cl:11].[NH2:30][c:31]1[n:32][c:33]([CH3:44])[c:34](-[c:37]2[cH:38][cH:39][c:40]([Br:43])[cH:41][cH:42]2)[n:35][cH:36]1.[O:45]1[CH2:46][CH2:47][CH2:48][CH2:49]1>>[NH:1]([C:2](=[O:3])[c:4]1[c:5]([Cl:6])[cH:7][cH:8][cH:9][c:10]1[Cl:11])[C:18](=[O:19])[NH:30][c:31]1[n:32][c:33]([CH3:44])[c:34](-[c:37]2[cH:38][cH:39][c:40]([Br:43])[cH:41][cH:42]2)[n:35][cH:36]1.